This data is from the Open Reaction Database (ORD), a public repository of structured organic reaction records. The task is: describe an organic reaction: reactants, conditions, products, and yield Reactants: C[Si](C)(C)C[Mg]Cl (effective_coupling_partner), CCN(CC)C(=O)Oc1ccc2c(c1)CCC3C2CC[C@]4(C)C3CCC45OCCO5 (substrate). The product is C[C@]34CCC2c1ccc(C[Si](C)(C)C)cc1CCC2C3CCC45OCCO5. Reaction conditions: temperature 25 celsius, time 16 hour. The reactants are C(C)(=O)OC=1C=C2C(N=CNC2=CC1OC)=O (6-Acetoxy-7-methoxy-4(1H)-quinazolinone), P(=O)(Cl)(Cl)Cl (phosphorus oxychloride), C(C)(C)N(C(C)C)CC (N,N-diisopropylethylamine), ClC=1C(=C(N)C=CC1)F (3-chloro-2-fluoroaniline), P(=O)(Cl)(Cl)Cl (Phosphorus oxychloride). Run in C1(=CC=CC=C1)C (toluene), C1(=CC=CC=C1)C (Toluene). Run at time 2 hour. Yields the product C(C)(=O)OC=1C=C2C(=NC=NC2=CC1OC)NC1=C(C(=CC=C1)Cl)F (6-acetoxy-4-(3-chloro-2-fluoroanilino)-7-methoxyquinazoline). As a reaction SMILES: [C:1]([O:4][C:5]1[CH:6]=[C:7]2[C:12](=[CH:13][C:14]=1[O:15][CH3:16])[NH:11][CH:10]=[N:9][C:8]2=O)(=[O:3])[CH3:2].C(N(CC)C(C)C)(C)C.P(Cl)(Cl)(Cl)=O.[Cl:32][C:33]1[C:34]([F:40])=[C:35]([CH:37]=[CH:38][CH:39]=1)[NH2:36]>C1(C)C=CC=CC=1>[C:1]([O:4][C:5]1[CH:6]=[C:7]2[C:12](=[CH:13][C:14]=1[O:15][CH3:16])[N:11]=[CH:10][N:9]=[C:8]2[NH:36][C:35]1[CH:37]=[CH:38][CH:39]=[C:33]([Cl:32])[C:34]=1[F:40])(=[O:3])[CH3:2]. Procedure details: 6-Acetoxy-7-methoxy-4(1H)-quinazolinone (150 g; prepared as described in WO96/15118, Example 39 thereof), N,N-diisopropylethylamine (123 ml) and toluene (1275 ml) were stirred at 70° C., under nitrogen. Phosphorus oxychloride (150 ml) was added over 15 minutes to the slurry at 70° C. The mixture was held at 70° C. for 2 hours to complete the chlorination. A dark brown solution formed after 30 minutes following addition of the phosphorus oxychloride. Toluene (680 ml) was added to the reaction mix... As a reaction SMILES: [C:13](=[O:14])([O-:15])[O-:16].[CH3:28][N:29]([CH3:30])[CH:31]=[O:32].[Cl:19][CH2:20][c:21]1[cH:22][cH:23][cH:24][cH:25][cH:26]1.[K+:17].[K+:18].[OH2:27].[OH:1][c:2]1[c:3]([N+:10](=[O:11])[O-:12])[cH:4][c:5]([CH:6]=[O:7])[cH:8][cH:9]1>>[O:1]([c:2]1[c:3]([N+:10](=[O:11])[O-:12])[cH:4][c:5]([CH:6]=[O:7])[cH:8][cH:9]1)[CH2:20][c:21]1[cH:22][cH:23][cH:24][cH:25][cH:26]1. The reactants are O=C([O-])[O-], CN(C)C=O, ClCc1ccccc1, [K+], [K+], O, O=Cc1ccc(O)c([N+](=O)[O-])c1. Product: O=Cc1ccc(OCc2ccccc2)c([N+](=O)[O-])c1. The reactants are O (water), C(C)OC(=O)C=1C2=C(N=C(C1)Cl)NN=C2C (6-chloro-3-methyl-1H-pyrazolo[3,4-b]pyridine-4-carboxylic acid ethyl ester), O1CCCC=C1 (3,4-dihydro-2H-pyran), O.C1(=CC=C(C=C1)S(=O)(=O)O)C (p-toluenesulfonic acid monohydrate). Run in C1CCOC1 (THF). Yields the product C(C)OC(=O)C=1C2=C(N=C(C1)Cl)N(N=C2C)C2OCCCC2 (6-Chloro-3-methyl-1-(tetrahydro-pyran-2-yl)-1H-pyrazolo[3,4-b]pyridine-4-carboxylic acid ethyl ester). Yield: 98.0%. RXN SMILES: [CH2:1]([O:3][C:4]([C:6]1[C:7]2[C:15]([CH3:16])=[N:14][NH:13][C:8]=2[N:9]=[C:10]([Cl:12])[CH:11]=1)=[O:5])[CH3:2].[O:17]1[CH:22]=[CH:21][CH2:20][CH2:19][CH2:18]1.O.C1(C)C=CC(S(O)(=O)=O)=CC=1.O>C1COCC1>[CH2:1]([O:3][C:4]([C:6]1[C:7]2[C:15]([CH3:16])=[N:14][N:13]([CH:18]3[CH2:19][CH2:20][CH2:21][CH2:22][O:17]3)[C:8]=2[N:9]=[C:10]([Cl:12])[CH:11]=1)=[O:5])[CH3:2] |f:2.3|. Reported procedure: A mixture of 6-chloro-3-methyl-1H-pyrazolo[3,4-b]pyridine-4-carboxylic acid ethyl ester (28.5 g), 3,4-dihydro-2H-pyran (23.7 mL) and p-toluenesulfonic acid monohydrate (6.8 g) in THF (800 mL) was stirred at r.t. until the reaction was complete. The mixture was poured into water (1.5 l) and extracted with ethyle acetate (600 mL). The organic phase was dried over magnesium sulfate and concentrated in a vacuo. The crude product was purified by silica gel chromatography (heptane/ethyl acetate gradie... Reactants: S(=O)(Cl)Cl (Thionyl chloride), COC(=O)C1=C(C2=C(S1)C=C(C=C2)CO)C (6-hydroxymethyl-3-methylbenzo[b]-thiophene-2-carboxylic acid methyl ester). The reagents and catalysts are N1=CC=CC=C1 (pyridine). Run in C(Cl)(Cl)Cl (chloroform). Conditions: time 1 hour. The product is COC(=O)C1=C(C2=C(S1)C=C(C=C2)CCl)C (6-chloromethyl-3-methylbenzo[b]thiophene-2-carboxylic acid methyl ester). As a reaction SMILES: S(Cl)([Cl:3])=O.[CH3:5][O:6][C:7]([C:9]1[S:13][C:12]2[CH:14]=[C:15]([CH2:18]O)[CH:16]=[CH:17][C:11]=2[C:10]=1[CH3:20])=[O:8]>N1C=CC=CC=1.C(Cl)(Cl)Cl>[CH3:5][O:6][C:7]([C:9]1[S:13][C:12]2[CH:14]=[C:15]([CH2:18][Cl:3])[CH:16]=[CH:17][C:11]=2[C:10]=1[CH3:20])=[O:8]. Procedure: Thionyl chloride (0.75 ml.) was added cautiously to a solution of 6-hydroxymethyl-3-methylbenzo[b]-thiophene-2-carboxylic acid methyl ester (0.70 g.) and pyridine (3 drops) in chloroform (7.5 ml.) and the resulting solution was allowed to stand for 1 hour. It was then washed successively with water, sodium bicarbonate solution and dried (Na2SO4). Evaporation of the solvent gave a solid which was crystallized from petrol (b.p. 60°-80°) to give 6-chloromethyl-3-methylbenzo[b]thiophene-2-carboxylic... The reactants are NCC(=O)N1C(C(=O)OC(C)(C)C)CCC1C1=CC=CC=C1 (tert-butyl (2RS,5SR)-1-(2-aminoacetyl)-5-phenylprolinate), [K+].[Br-] (KBr), ClC1=CC=C(C=C1)N=C=O (para-chlorophenyl isocyanate). The solvent is O1CCCC1 (tetrahydrofuran). Yields the product ClC1=CC=C(C=C1)NC(NCC(=O)N1C(C(=O)OC(C)(C)C)CCC1C1=CC=CC=C1)=O (tert-butyl (2RS,5SR)-1-{2-[3-(4-chlorophenyl)ureido]acetyl}-5-phenylprolinate). RXN SMILES: [NH2:1][CH2:2][C:3]([N:5]1[CH:16]([C:17]2[CH:22]=[CH:21][CH:20]=[CH:19][CH:18]=2)[CH2:15][CH2:14][CH:6]1[C:7]([O:9][C:10]([CH3:13])([CH3:12])[CH3:11])=[O:8])=[O:4].[Cl:23][C:24]1[CH:29]=[CH:28][C:27]([N:30]=[C:31]=[O:32])=[CH:26][CH:25]=1.[K+].[Br-]>O1CCCC1>[Cl:23][C:24]1[CH:29]=[CH:28][C:27]([NH:30][C:31](=[O:32])[NH:1][CH2:2][C:3]([N:5]2[CH:16]([C:17]3[CH:18]=[CH:19][CH:20]=[CH:21][CH:22]=3)[CH2:15][CH2:14][CH:6]2[C:7]([O:9][C:10]([CH3:13])([CH3:12])[CH3:11])=[O:8])=[O:4])=[CH:26][CH:25]=1 |f:2.3|. Procedure details: The operation is carried out in a fashion similar to that described in Example 2, but starting from 1.12 g of tert-butyl (2RS,5SR)-1-(2-aminoacetyl)-5-phenylprolinate and 1.3 cm3 of para-chlorophenyl isocyanate in 50 cm3 of tetrahydrofuran. After treatment, 1.2 g of tert-butyl (2RS,5SR)-1-{2-[3-(4-chlorophenyl)ureido]acetyl}-5-phenylprolinate are obtained in the form of an amorphous solid [proton NMR (250 MHz, DMSO D6, δ in ppm), 1.50 (s, 9H, (CH3)3); 1.85 (m, 2H, CH2); 2.2 and 2.4 (2m, 2H, CH2)... Reactants: OC1=CC=C2C(=CN=CC2=C1)C (7-hydroxy-4-methylisoquinoline), [Cl-].[Cl-].C1(=CC=CC=C1)P(C1=CC=CC=C1)C1=CC=CC=C1 (triphenylphosphine dichloride). Yields the product ClC1=CC=C2C(=CN=CC2=C1)C (7-chloro-4-methylisoquinoline). Reaction SMILES: O[C:2]1[CH:11]=[C:10]2[C:5]([C:6]([CH3:12])=[CH:7][N:8]=[CH:9]2)=[CH:4][CH:3]=1.[Cl-:13].[Cl-].C1(P(C2C=CC=CC=2)C2C=CC=CC=2)C=CC=CC=1>>[Cl:13][C:2]1[CH:11]=[C:10]2[C:5]([C:6]([CH3:12])=[CH:7][N:8]=[CH:9]2)=[CH:4][CH:3]=1 |f:1.2.3|. Procedure details: A mixture of 15.9 g. (0.1 mole) of 7-hydroxy-4-methylisoquinoline and 41.7 g. (0.125 mole) of triphenylphosphine dichloride is heated to 230° C. for four hours, cooled, and partitioned between chloroform and concentrated hydrochloric acid. The aqueous phase is neutralized with ammonium hydroxide and extracted with chloroform to yield 7-chloro-4-methylisoquinoline. The reactants are [N+](=O)([O-])C1=CC2=C(N(CCO2)CC2=CC=C(C(=O)OC)C=C2)C=C1 (Methyl 4-[(7-nitro-2,3-dihydro-4H-1,4-benzoxazin-4-yl)methyl]benzoate), CN(C)C=O (DMF). The reagents and catalysts are O.O.O.O.O.O.[Fe](Cl)(Cl)Cl (iron trichloride hexahydrate), [Zn] (zinc). The solvent is O (water). Product: NC1=CC2=C(N(CCO2)CC2=CC=C(C(=O)OC)C=C2)C=C1 (Methyl 4-[(7-amino-2,3-dihydro-4H-1,4-benzoxazin-4-yl)methyl]benzoate). Isolated yield 87.7%. As a reaction SMILES: [N+:1]([C:4]1[CH:24]=[CH:23][C:7]2[N:8]([CH2:12][C:13]3[CH:22]=[CH:21][C:16]([C:17]([O:19][CH3:20])=[O:18])=[CH:15][CH:14]=3)[CH2:9][CH2:10][O:11][C:6]=2[CH:5]=1)([O-])=O.CN(C=O)C>[Zn].O.O.O.O.O.O.[Fe](Cl)(Cl)Cl.O>[NH2:1][C:4]1[CH:24]=[CH:23][C:7]2[N:8]([CH2:12][C:13]3[CH:22]=[CH:21][C:16]([C:17]([O:19][CH3:20])=[O:18])=[CH:15][CH:14]=3)[CH2:9][CH2:10][O:11][C:6]=2[CH:5]=1 |f:3.4.5.6.7.8.9|. Procedure: The same operation as in Example (100b) was performed using methyl 4-[(7-nitro-2,3-dihydro-4H-1,4-benzoxazin-4-yl)methyl]benzoate obtained in Example (101a) (0.35 g, 1.07 mmol), zinc (0.7 g, 10.7 mmol), iron trichloride hexahydrate (0.12 g, 0.4 mmol), DMF (5 mL) and water (5 mL), to obtain 0.28 g of the crude title compound as a brown oily substance (88%).